describe an organic reaction: reactants, conditions, products, and yield From a dataset of the Open Reaction Database (ORD), a public repository of structured organic reaction records. Starting materials: CCO, CS(=O)(=O)c1nccc(-c2ccccc2)n1, NN. Yields the product NNc1nccc(-c2ccccc2)n1. As a reaction SMILES: [CH3:19][CH2:20][OH:21].[CH3:1][S:2](=[O:3])(=[O:4])[c:5]1[n:6][cH:7][cH:8][c:9](-[c:11]2[cH:12][cH:13][cH:14][cH:15][cH:16]2)[n:10]1.[NH2:17][NH2:18]>>[c:5]1([NH:17][NH2:18])[n:6][cH:7][cH:8][c:9](-[c:11]2[cH:12][cH:13][cH:14][cH:15][cH:16]2)[n:10]1. Starting materials: CCN(C(C)C)C(C)C, ClCCl, CC(C)c1cc(C#N)cc2nc(-c3ccc(C(=O)NCC4(C)CN(c5ccc(N)cn5)C(=O)O4)cc3)oc12, O=C(Cl)c1ccccn1. The product is CC(C)c1cc(C#N)cc2nc(-c3ccc(C(=O)NCC4(C)CN(c5ccc(NC(=O)c6ccccn6)cn5)C(=O)O4)cc3)oc12. Reaction SMILES: [CH:39]([N:40]([CH:41]([CH3:42])[CH3:43])[CH2:44][CH3:45])([CH3:46])[CH3:47].[Cl:57][CH2:58][Cl:59].[NH2:1][c:2]1[cH:3][cH:4][c:5]([N:8]2[C:9](=[O:38])[O:10][C:11]([CH3:13])([CH2:14][NH:15][C:16]([c:17]3[cH:18][cH:19][c:20](-[c:23]4[o:24][c:25]5[c:26]([n:27]4)[cH:28][c:29]([C:35]#[N:36])[cH:30][c:31]5[CH:32]([CH3:33])[CH3:34])[cH:21][cH:22]3)=[O:37])[CH2:12]2)[n:6][cH:7]1.[c:48]1([C:54](=[O:55])[Cl:56])[cH:49][cH:50][cH:51][cH:52][n:53]1>>[NH:1]([c:2]1[cH:3][cH:4][c:5]([N:8]2[C:9](=[O:38])[O:10][C:11]([CH3:13])([CH2:14][NH:15][C:16]([c:17]3[cH:18][cH:19][c:20](-[c:23]4[o:24][c:25]5[c:26]([n:27]4)[cH:28][c:29]([C:35]#[N:36])[cH:30][c:31]5[CH:32]([CH3:33])[CH3:34])[cH:21][cH:22]3)=[O:37])[CH2:12]2)[n:6][cH:7]1)[C:54]([c:48]1[cH:49][cH:50][cH:51][cH:52][n:53]1)=[O:55]. The reactants are N1CCCC1 (pyrrolidine), Cl.CN1CCN2C(N=C(C=C21)NCC2=CC=CC=C2)C (N,5-dimethyl-7-benzylamino-2,3-dihydroimidazo[1,2-c]pyrimidine hydrochloride). Product: CC1=NC(=CC=2N1CCN2)N2CCCC2 (5-Methyl-7-pyrrolidino-2,3-dihydroimidazo[1,2-c]pyrimidine). Reaction SMILES: N1CCCC1.Cl.C[N:8]1[C:16]2[N:11]([CH:12]([CH3:25])[N:13]=[C:14]([NH:17][CH2:18][C:19]3C=CC=[CH:21][CH:20]=3)[CH:15]=2)[CH2:10][CH2:9]1>>[CH3:25][C:12]1[N:11]2[CH2:10][CH2:9][N:8]=[C:16]2[CH:15]=[C:14]([N:17]2[CH2:18][CH2:19][CH2:20][CH2:21]2)[N:13]=1 |f:1.2|. Procedure details: Following the above procedure, but substituting N-methyl benzylamine for pyrrolidine, there was prepared N,5-dimethyl-7-benzylamino-2,3-dihydroimidazo[1,2-c]pyrimidine hydrochloride decomposing at 213° C. after recrystallization from ether. Starting materials: COC1=CC=C(C=C1)CCCCC1=C(OCC2OC2)C=CC=C1 (2-{2-[4-(4-methoxyphenyl)butyl]phenoxymethyl}oxirane), C1(=CC=CC=C1)N1CCNCC1 (1-phenylpiperazine). The solvent is O1CCCC1 (tetrahydrofuran). The product is COC1=CC=C(C=C1)CCCCC1=C(OCC(CN2CCN(CC2)C2=CC=CC=C2)O)C=CC=C1 (1-{2-[4-(4-Methoxyphenyl)butyl]phenoxy}-3-(4-phenylpiperazin-1-yl)-2-propanol). The yield is 105.4%. As a reaction SMILES: [CH3:1][O:2][C:3]1[CH:8]=[CH:7][C:6]([CH2:9][CH2:10][CH2:11][CH2:12][C:13]2[CH:23]=[CH:22][CH:21]=[CH:20][C:14]=2[O:15][CH2:16][CH:17]2[CH2:19][O:18]2)=[CH:5][CH:4]=1.[C:24]1([N:30]2[CH2:35][CH2:34][NH:33][CH2:32][CH2:31]2)[CH:29]=[CH:28][CH:27]=[CH:26][CH:25]=1>O1CCCC1>[CH3:1][O:2][C:3]1[CH:8]=[CH:7][C:6]([CH2:9][CH2:10][CH2:11][CH2:12][C:13]2[CH:23]=[CH:22][CH:21]=[CH:20][C:14]=2[O:15][CH2:16][CH:17]([OH:18])[CH2:19][N:33]2[CH2:34][CH2:35][N:30]([C:24]3[CH:29]=[CH:28][CH:27]=[CH:26][CH:25]=3)[CH2:31][CH2:32]2)=[CH:5][CH:4]=1. Reported procedure: A solution of 185 mg of 2-{2-[4-(4-methoxyphenyl)butyl]phenoxymethyl}oxirane [prepared as described in Example 26(a)] and 96 mg of 1-phenylpiperazine in 5 ml of tetrahydrofuran was stirred at 60° C. for 24 hours. At the end of this time, the reaction mixture was concentrated by evaporation under reduced pressure. The oily residue thus obtained was purified by column chromatography through silica gel, using a 20:1 by volume mixture of methylene chloride and methanol as the eluent, to give 296 mg ... Starting materials: C(#N)[BH3-].[Na+] (sodium cyanoborohydride), Cl (hydrochloric acid), hydrochloride salt, C(C1=CC=CC=C1)OC1=C(C=C2CCNC(C2=C1)C1(CCC1)C1=C(C=CC=C1)Cl)OC (7-benzyloxy-1-[1-(2-chlorophenyl)cyclobutyl]-6-methoxy-1,2,3,4-tetrahydroisoquinoline), C=O (formaldehyde), Br (hydrobromic acid). The solvent is CC(C)O (propan-2-ol), CO (methanol), CO (methanol). Conditions: temperature 10 celsius, time 24 hour. Yields the product Br.ClC1=C(C=CC=C1)C1(CCC1)C1N(CCC2=CC(=C(C=C12)O)OC)C (1-[1-(2-chlorophenyl)cyclobutyl]-7-hydroxy-6-methoxy-2-methyl-1,2,3,4-tetrahydroisoquinoline hydrobromide). As a reaction SMILES: C([O:8][C:9]1[CH:18]=[C:17]2[C:12]([CH2:13][CH2:14][NH:15][CH:16]2[C:19]2([C:23]3[CH:28]=[CH:27][CH:26]=[CH:25][C:24]=3[Cl:29])[CH2:22][CH2:21][CH2:20]2)=[CH:11][C:10]=1[O:30][CH3:31])C1C=CC=CC=1.C=O.[C:34]([BH3-])#N.[Na+].Cl.[BrH:39]>CO.CC(O)C>[BrH:39].[Cl:29][C:24]1[CH:25]=[CH:26][CH:27]=[CH:28][C:23]=1[C:19]1([CH:16]2[C:17]3[C:12](=[CH:11][C:10]([O:30][CH3:31])=[C:9]([OH:8])[CH:18]=3)[CH2:13][CH2:14][N:15]2[CH3:34])[CH2:22][CH2:21][CH2:20]1 |f:2.3,8.9|. Procedure: A mixture of the hydrochloride salt of 7-benzyloxy-1-[1-(2-chlorophenyl)cyclobutyl]-6-methoxy-1,2,3,4-tetrahydroisoquinoline (2.75 g prepared in a similar manner to that described in Example RB25), methanol (50 ml) and 37-40% aqueous formaldehyde solution (3 ml) was cooled to 10° C. and sodium cyanoborohydride (1.52 g) was added. The mixture was stirred for 24 hours and the solvents removed by evaporation. The residue was partitioned between ethyl acetate and dilute aqueous sodium hydroxide solu... Starting materials: ClCCl, Cl, CC(C)(C)OC(=O)N1CCN(S(=O)(=O)c2ccccc2)CC1. Yields the product Cl, O=S(=O)(c1ccccc1)N1CCNCC1. As a reaction SMILES: [Cl:24][CH2:25][Cl:26].[ClH:23].[c:1]1([S:7](=[O:8])(=[O:9])[N:10]2[CH2:11][CH2:12][N:13]([C:16]([O:17][C:18]([CH3:19])([CH3:20])[CH3:21])=[O:22])[CH2:14][CH2:15]2)[cH:2][cH:3][cH:4][cH:5][cH:6]1>>[ClH:23].[c:1]1([S:7](=[O:8])(=[O:9])[N:10]2[CH2:11][CH2:12][NH:13][CH2:14][CH2:15]2)[cH:2][cH:3][cH:4][cH:5][cH:6]1.